From a dataset of the Open Reaction Database (ORD), a public repository of structured organic reaction records. describe an organic reaction: reactants, conditions, products, and yield The reactants are C(C)N1CCOCC1 (N-ethyl morpholine), ClC1=C(C=CC(=C1)F)CN ([(2-chloro-4-fluorophenyl)methyl]amine), C(C)N1[C@H](C(=O)O)CC(C1=O)CC1=CC=CC=C1 (1-ethyl-5-oxo-4-(phenylmethyl)-proline), ON1N=NC2=C1C=CC=C2 (1-Hydroxybenzotriazole), Cl.CN(CCCN=C=NCC)C (N-(3-dimethylaminopropyl)-N′-ethylcarbodiimide hydrochloride), C(O)([O-])=O.[Na+] (sodium hydrogen carbonate). Solvent: ClCCl (dichloromethane), CN(C=O)C (dimethylformamide). Conditions: time 10 minute. The product is ClC1=C(C=CC(=C1)F)CNC([C@H]1N(C(C(C1)CC1=CC=CC=C1)=O)CC)=O (N-[(2-chloro-4-fluorophenyl)methyl]-1-ethyl-5-oxo-4-(phenylmethyl)-prolinamide). Yield: 11.4%. As a reaction SMILES: [CH2:1]([N:3]1[C:10](=[O:11])[CH:9]([CH2:12][C:13]2[CH:18]=[CH:17][CH:16]=[CH:15][CH:14]=2)[CH2:8][C@H:4]1[C:5]([OH:7])=O)[CH3:2].C(N1CCOCC1)C.ON1C2C=CC=CC=2N=N1.Cl.CN(C)CCCN=C=NCC.[Cl:49][C:50]1[CH:55]=[C:54]([F:56])[CH:53]=[CH:52][C:51]=1[CH2:57][NH2:58].C(=O)([O-])O.[Na+]>ClCCl.CN(C)C=O>[Cl:49][C:50]1[CH:55]=[C:54]([F:56])[CH:53]=[CH:52][C:51]=1[CH2:57][NH:58][C:5](=[O:7])[C@@H:4]1[CH2:8][CH:9]([CH2:12][C:13]2[CH:18]=[CH:17][CH:16]=[CH:15][CH:14]=2)[C:10](=[O:11])[N:3]1[CH2:1][CH3:2] |f:3.4,6.7|. Procedure details: Crude 1-ethyl-5-oxo-4-(phenylmethyl)-proline (0.052 g, 0.09 mmol, prepared as described below) was suspended in a mixture of dichloromethane (0.5 ml) and dimethylformamide (0.5 ml) and to this was added N-ethyl morpholine (0.034 ml, 0.27 mmol) causing most of the material to dissolve. 1-Hydroxybenzotriazole (0.016 g, 0.12 mmol) and N-(3-dimethylaminopropyl)-N′-ethylcarbodiimide hydrochloride (0.022 g, 0.12 mmol) were then added and the mixture was stirred for 10 minutes before adding [(2-chloro-... The reactants are O=S(=O)(Cl)c1ccc(Br)cc1, CCN(C(C)C)C(C)C, ClCCl, c1ccc2c(c1)Cn1cccc1CN2. The product is O=S(=O)(c1ccc(Br)cc1)N1Cc2cccn2Cc2ccccc21. As a reaction SMILES: [Br:24][c:25]1[cH:26][cH:27][c:28]([S:31](=[O:32])(=[O:33])[Cl:34])[cH:29][cH:30]1.[CH:15]([N:16]([CH2:17][CH3:18])[CH:19]([CH3:20])[CH3:21])([CH3:22])[CH3:23].[Cl:35][CH2:36][Cl:37].[cH:1]1[cH:2][cH:3][n:4]2[c:5]1[CH2:6][NH:7][c:8]1[c:9]([cH:11][cH:12][cH:13][cH:14]1)[CH2:10]2>>[cH:1]1[cH:2][cH:3][n:4]2[c:5]1[CH2:6][N:7]([S:31]([c:28]1[cH:27][cH:26][c:25]([Br:24])[cH:30][cH:29]1)(=[O:32])=[O:33])[c:8]1[c:9]([cH:11][cH:12][cH:13][cH:14]1)[CH2:10]2. Starting materials: CN1CCNc2cc(-c3cccc(C(=O)OC(C)(C)C)n3)ccc21, CC#N, O=C(Nc1nc2ccccc2s1)Oc1ccc([N+](=O)[O-])cc1. Yields the product CN1CCN(C(=O)Nc2nc3ccccc3s2)c2cc(-c3cccc(C(=O)OC(C)(C)C)n3)ccc21. As a reaction SMILES: [CH3:1][N:2]1[CH2:3][CH2:4][NH:5][c:6]2[cH:7][c:8](-[c:12]3[cH:13][cH:14][cH:15][c:16]([C:18](=[O:19])[O:20][C:21]([CH3:22])([CH3:23])[CH3:24])[n:17]3)[cH:9][cH:10][c:11]21.[CH3:47][C:48]#[N:49].[s:25]1[c:26]([NH:34][C:35]([O:36][c:38]2[cH:39][cH:40][c:41]([N+:42]([O-:43])=[O:44])[cH:45][cH:46]2)=[O:37])[n:27][c:28]2[c:29]1[cH:30][cH:31][cH:32][cH:33]2>>[CH3:1][N:2]1[CH2:3][CH2:4][N:5]([C:35]([NH:34][c:26]2[s:25][c:29]3[c:28]([n:27]2)[cH:33][cH:32][cH:31][cH:30]3)=[O:36])[c:6]2[cH:7][c:8](-[c:12]3[cH:13][cH:14][cH:15][c:16]([C:18](=[O:19])[O:20][C:21]([CH3:22])([CH3:23])[CH3:24])[n:17]3)[cH:9][cH:10][c:11]21. RXN SMILES: [Br:20][N:21]1[C:22](=[O:23])[CH2:24][CH2:25][C:26]1=[O:27].[CH3:54][n:55]1[n:56][c:57]([NH2:60])[cH:58][cH:59]1.[CH:28]1([c:31]2[cH:32][c:33]([C:43]([C:44](=[O:45])[OH:46])=[CH:47][CH:48]3[CH2:49][CH2:50][O:51][CH2:52][CH2:53]3)[cH:34][cH:35][c:36]2[S:37](=[O:38])(=[O:39])[CH:40]2[CH2:41][CH2:42]2)[CH2:29][CH2:30]1.[Cl:61][CH2:62][Cl:63].[OH2:70].[c:1]1([P:2]([c:3]2[cH:4][cH:5][cH:6][cH:7][cH:8]2)[c:9]2[cH:10][cH:11][cH:12][cH:13][cH:14]2)[cH:15][cH:16][cH:17][cH:18][cH:19]1.[cH:64]1[cH:65][cH:66][n:67][cH:68][cH:69]1>>[CH:28]1([c:31]2[cH:32][c:33]([C:43]([C:44](=[O:46])[NH:60][c:57]3[n:56][n:55]([CH3:54])[cH:59][cH:58]3)=[CH:47][CH:48]3[CH2:49][CH2:50][O:51][CH2:52][CH2:53]3)[cH:34][cH:35][c:36]2[S:37](=[O:38])(=[O:39])[CH:40]2[CH2:41][CH2:42]2)[CH2:29][CH2:30]1. Product: Cn1ccc(NC(=O)C(=CC2CCOCC2)c2ccc(S(=O)(=O)C3CC3)c(C3CC3)c2)n1. Reactants: O=C1CCC(=O)N1Br, Cn1ccc(N)n1, O=C(O)C(=CC1CCOCC1)c1ccc(S(=O)(=O)C2CC2)c(C2CC2)c1, ClCCl, O, c1ccc(P(c2ccccc2)c2ccccc2)cc1, c1ccncc1. The reactants are C1(=CC=CC=C1)O (phenol), C(C)(C)NS(=O)(=O)Cl (N-isopropylsulfamoyl chloride), C(C)(C)N (isopropylamine), S(=O)(=O)(Cl)Cl (sulfuryl chloride), [Sb](Cl)(Cl)(Cl)(Cl)Cl (antimony pentachloride). Run in C1(=CC=CC=C1)C (toluene). Yields the product C1(=CC=CC=C1)OS(NC(C)C)(=O)=O ((1-Methylethyl)sulfamic acid phenyl ester). Yield: 32.0%. As a reaction SMILES: [C:1]1([OH:7])[CH:6]=[CH:5][CH:4]=[CH:3][CH:2]=1.[CH:8]([NH:11][S:12](Cl)(=[O:14])=[O:13])([CH3:10])[CH3:9].C(N)(C)C.S(Cl)(Cl)(=O)=O.[Sb](Cl)(Cl)(Cl)(Cl)Cl>C1(C)C=CC=CC=1>[C:1]1([O:7][S:12](=[O:14])(=[O:13])[NH:11][CH:8]([CH3:10])[CH3:9])[CH:6]=[CH:5][CH:4]=[CH:3][CH:2]=1. Procedure details: This compound was prepared according to the procedure of Example 37. Thus a solution of 16.2 g (0.17 mole) of phenol and 33.0 g (0.21 mole) of N-isopropylsulfamoyl chloride (prepared from isopropylamine, sulfuryl chloride and antimony pentachloride by the procedure of Example 2, part a) in 150 ml of toluene gave a dark oil which was purified by column chromatography on silica gel using ethyl acetate-hexanes (1:16) to elute the product. Desired fractions were combined and concentrated to yield 11...